From a dataset of the Open Reaction Database (ORD), a public repository of structured organic reaction records. describe an organic reaction: reactants, conditions, products, and yield Reported procedure: using 7.90 g (0.023 mol) of 5-(4-chlorophenyl)-4,5-dihydropyrido[2,3-e][1,2,4]triazolo[1,5-a]pyrazine-2-carboxylic acid methyl ester and 4.37 g (0.116 mol) of sodium borohydride there is obtained 5-(4-chlorophenyl)-4,5-dihydropyrido[2,3-e][1,2,4]triazolo[1,5-a]pyrazine-2-methanol having a melting point of 240°-245° with decomposition; Product: ClC1=CC=C(C=C1)N1CC=2N(C3=C1N=CC=C3)N=C(N2)CO (5-(4-chlorophenyl)-4,5-dihydropyrido[2,3-e][1,2,4]triazolo[1,5-a]pyrazine-2-methanol). Reaction SMILES: C[O:2][C:3]([C:5]1[N:24]=[C:8]2[CH2:9][N:10]([C:17]3[CH:22]=[CH:21][C:20]([Cl:23])=[CH:19][CH:18]=3)[C:11]3[N:16]=[CH:15][CH:14]=[CH:13][C:12]=3[N:7]2[N:6]=1)=O.[BH4-].[Na+]>>[Cl:23][C:20]1[CH:19]=[CH:18][C:17]([N:10]2[C:11]3[N:16]=[CH:15][CH:14]=[CH:13][C:12]=3[N:7]3[N:6]=[C:5]([CH2:3][OH:2])[N:24]=[C:8]3[CH2:9]2)=[CH:22][CH:21]=1 |f:1.2|. Reactants: COC(=O)C1=NN2C(CN(C3=C2C=CC=N3)C3=CC=C(C=C3)Cl)=N1 (5-(4-chlorophenyl)-4,5-dihydropyrido[2,3-e][1,2,4]triazolo[1,5-a]pyrazine-2-carboxylic acid methyl ester), [BH4-].[Na+] (sodium borohydride). The reactants are ClCC=1N=CN(C1)C (4-(chloromethyl)-1-methyl-1H-imidazole), CC1=CC(=NC(=N1)S)O (6-methyl-2-sulfanylpyrimidin-4-ol). Product: CC1=CC(=NC(=N1)SCC=1N=CN(C1)C)O (6-methyl-2-{[(1-methyl-1H-imidazol-4-yl)methyl]sulfanyl}pyrimidin-4-ol). Yield: 60.0%. As a reaction SMILES: Cl[CH2:2][C:3]1[N:4]=[CH:5][N:6]([CH3:8])[CH:7]=1.[CH3:9][C:10]1[N:15]=[C:14]([SH:16])[N:13]=[C:12]([OH:17])[CH:11]=1>>[CH3:9][C:10]1[N:15]=[C:14]([S:16][CH2:2][C:3]2[N:4]=[CH:5][N:6]([CH3:8])[CH:7]=2)[N:13]=[C:12]([OH:17])[CH:11]=1. Procedure details: This example was synthesized from 4-(chloromethyl)-1-methyl-1H-imidazole and 6-methyl-2-sulfanylpyrimidin-4-ol following the general procedure as shown in the last step of Example 109. This provided the title compound as a white solid (260 mg, 60% yield); 1H NMR (400 MHz, DMSO-d6): δ 2.19 (s, 3H), 3.60 (s, 3H), 4.24 (s, 2H), 5.97 (bs, 1H), 7.06 (s, 1H), 7.52 (s, 1H); M+ 237. Reactants: O=C([O-])O, ClCCl, CONC(=O)c1ccccc1OCc1ccc(Cl)cc1Cl, ClP(Cl)(Cl)(Cl)Cl, [Na+]. The product is CON=C(Cl)c1ccccc1OCc1ccc(Cl)cc1Cl. As a reaction SMILES: [C:28](=[O:29])([OH:30])[O-:31].[CH2:33]([Cl:34])[Cl:35].[Cl:1][c:2]1[c:3]([CH2:4][O:5][c:6]2[c:7]([C:8](=[O:9])[NH:10][O:11][CH3:12])[cH:13][cH:14][cH:15][cH:16]2)[cH:17][cH:18][c:19]([Cl:21])[cH:20]1.[Cl:22][P:23]([Cl:24])([Cl:25])([Cl:26])[Cl:27].[Na+:32]>>[Cl:1][c:2]1[c:3]([CH2:4][O:5][c:6]2[c:7]([C:8](=[N:10][O:11][CH3:12])[Cl:22])[cH:13][cH:14][cH:15][cH:16]2)[cH:17][cH:18][c:19]([Cl:21])[cH:20]1. Reactants: CN(C1=CC=CC=C1)C (N,N-dimethylaniline), BrCC(=O)Br (bromoacetyl bromide), C(C1=CC=CC=C1)OC1=CC(=C(N)C(=C1)C(F)(F)F)C(F)(F)F (4-benzyloxy-2,6-bis(trifluoromethyl)aniline). Run in C1(=CC=CC=C1)C (toluene). Run at time 1 hour. Product: C(C1=CC=CC=C1)OC1=CC(=C(C(=C1)C(F)(F)F)NC(CBr)=O)C(F)(F)F (N-[4-benzyloxy-2,6-bis(trifluoromethyl)phenyl]-2-bromoacetamide). Yield: 64.7%. Reaction SMILES: CN(C)C1C=CC=CC=1.[Br:10][CH2:11][C:12](Br)=[O:13].[CH2:15]([O:22][C:23]1[CH:29]=[C:28]([C:30]([F:33])([F:32])[F:31])[C:26]([NH2:27])=[C:25]([C:34]([F:37])([F:36])[F:35])[CH:24]=1)[C:16]1[CH:21]=[CH:20][CH:19]=[CH:18][CH:17]=1>C1(C)C=CC=CC=1>[CH2:15]([O:22][C:23]1[CH:24]=[C:25]([C:34]([F:36])([F:37])[F:35])[C:26]([NH:27][C:12](=[O:13])[CH2:11][Br:10])=[C:28]([C:30]([F:31])([F:32])[F:33])[CH:29]=1)[C:16]1[CH:17]=[CH:18][CH:19]=[CH:20][CH:21]=1. Procedure: Under an argon atmosphere, N,N-dimethylaniline (2.78 mL, 21.9 mmol) and bromoacetyl bromide (1.91 mL, 21.9 mmol) were added dropwise to a solution of 4-benzyloxy-2,6-bis(trifluoromethyl)aniline (4.90 g, 14.6 mmol) in anhydrous toluene (150 mL) under ice cooling. Immediately after the dropwise addition, the mixture was heated under reflux and then stirred for 1 hour. After cooling, the reaction mixture was filtered through Celite and the insoluble matter was washed with toluene. The residue obtai...